This data is from the Open Reaction Database (ORD), a public repository of structured organic reaction records. The task is: describe an organic reaction: reactants, conditions, products, and yield Reactants: O=C([O-])O, CCOCC, O=C(Cl)c1cccc([N+](=O)[O-])c1, NCc1cccnc1, [Na+]. The product is O=C(NCc1cccnc1)c1cccc([N+](=O)[O-])c1. Reaction SMILES: [C:13](=[O:14])([OH:15])[O-:16].[CH3:26][CH2:27][O:28][CH2:29][CH3:30].[N+:1](=[O:2])([O-:3])[c:4]1[cH:5][c:6]([C:7](=[O:8])[Cl:9])[cH:10][cH:11][cH:12]1.[NH2:18][CH2:19][c:20]1[cH:21][n:22][cH:23][cH:24][cH:25]1.[Na+:17]>>[N+:1](=[O:2])([O-:3])[c:4]1[cH:5][c:6]([C:7](=[O:8])[NH:18][CH2:19][c:20]2[cH:21][n:22][cH:23][cH:24][cH:25]2)[cH:10][cH:11][cH:12]1.